Dataset: the Open Reaction Database (ORD), a public repository of structured organic reaction records. Task: describe an organic reaction: reactants, conditions, products, and yield Reactants: [NH4+].[Cl-] (NH4Cl), ClC1=CC=C(C=C1)C(=CC=O)Cl (3-(4-chlorophenyl)-3-chloroacrolein), solution, C[Mg]Br (methylmagnesium bromide). Solvent: C1CCOC1 (THF), C1CCOC1 (THF). Conditions: temperature -78 celsius, time 0.5 hour. Yields the product ClC1=CC=C(C=C1)C(=CC(C)O)Cl (4-(4-chlorophenyl)-4-chloro-3-buten-2-ol). The yield is 71.0%. RXN SMILES: [Cl:1][C:2]1[CH:7]=[CH:6][C:5]([C:8]([Cl:12])=[CH:9][CH:10]=[O:11])=[CH:4][CH:3]=1.[CH3:13][Mg]Br.[NH4+].[Cl-]>C1COCC1>[Cl:1][C:2]1[CH:3]=[CH:4][C:5]([C:8]([Cl:12])=[CH:9][CH:10]([OH:11])[CH3:13])=[CH:6][CH:7]=1 |f:2.3|. Procedure: To a cooled (-78° C.) solution of 3-(4-chlorophenyl)-3-chloroacrolein (2.0 g, 10.4 mmol, obtained according to Hauptmann et al, Tetrahedron Lett. 1968, 1317) in dry THF (30 mL) was added dropwise a 3M solution of methylmagnesium bromide in THF (3.47 mL, 10.4 mmol). After the addition was complete, the reaction mixture was stirred at -78° C. for 0.5 h. Next, saturated aqueous NH4Cl solution was added and the mixture was concentrated. The resulting aqueous residue was extracted with CHCl3, dried, ... Reactants: O (H2O), O1CCOC12CCC(CC2)C=2C=NN(C2)COCC[Si](C)(C)C (4-(1,4-dioxaspiro[4.5]decan-8-yl)-1-((2-(trimethylsilyl)ethoxy)methyl)-1H-pyrazole), Cl (HCl). Solvent: O1CCOCC1 (1,4-dioxane), CCO (EtOH). Conditions: time 60 hour. Product: C[Si](CCOCN1N=CC(=C1)C1CCC(CC1)=O)(C)C (4-(1-((2-(trimethylsilyl)ethoxy)methyl)-1H-pyrazol-4-yl)cyclohexanone). The yield is 98.6%. Reaction SMILES: O1[C:5]2([CH2:10][CH2:9][CH:8]([C:11]3[CH:12]=[N:13][N:14]([CH2:16][O:17][CH2:18][CH2:19][Si:20]([CH3:23])([CH3:22])[CH3:21])[CH:15]=3)[CH2:7][CH2:6]2)[O:4]CC1.O.Cl>CCO.O1CCOCC1>[CH3:21][Si:20]([CH3:23])([CH3:22])[CH2:19][CH2:18][O:17][CH2:16][N:14]1[CH:15]=[C:11]([CH:8]2[CH2:9][CH2:10][C:5](=[O:4])[CH2:6][CH2:7]2)[CH:12]=[N:13]1. Procedure details: 4-(1,4-dioxaspiro[4.5]decan-8-yl)-1-((2-(trimethylsilyl)ethoxy)methyl)-1H-pyrazole (487 μmol, 165 mg) was dissolved in EtOH (10 mL) in a 20 mL scintillation vial. To this solution was added H2O (3 mL) followed by 4N HCl in 1,4-dioxane. The resulting reaction mixture was stirred at room temperature for 60 hours. At this point, the reaction was quenched with saturated NaHCO3(aq) and extracted with DCM (×3). The combined organics were dried over Na2SO4 to yield 4-(1-((2-(trimethylsilyl)ethoxy)methy...